Dataset: the Open Reaction Database (ORD), a public repository of structured organic reaction records. Task: describe an organic reaction: reactants, conditions, products, and yield Run in C1CCOC1 (THF). The product is NC1=C(C=CC(=C1)C(F)(F)F)NCCO (2-{[2-amino-4-(trifluoromethyl)phenyl]amino}ethanol). The reactants are [N+](=O)([O-])C1=C(C=CC(=C1)C(F)(F)F)NCCO (2-{[2-nitro-4-(trifluoromethyl)phenyl]amino}ethanol). Reported procedure: 2-{[2-nitro-4-(trifluoromethyl)phenyl]amino}ethanol (3.05 g, 12 mmol) was dissolved in THF (10 ml) and hydrogenated at 70 psi. After the removal of catalyst the product was obtained by evaporating the solvent and used for the next step (2.70 g, 100%). As a reaction SMILES: [N+:1]([C:4]1[CH:9]=[C:8]([C:10]([F:13])([F:12])[F:11])[CH:7]=[CH:6][C:5]=1[NH:14][CH2:15][CH2:16][OH:17])([O-])=O>C1COCC1>[NH2:1][C:4]1[CH:9]=[C:8]([C:10]([F:12])([F:13])[F:11])[CH:7]=[CH:6][C:5]=1[NH:14][CH2:15][CH2:16][OH:17]. Starting materials: [OH-].[Li+] (Lithium hydroxide), aqueous solution, C(C)(=O)N(C1=CC(=CC(=C1)Cl)Cl)C[C@@H]1[C@H]([C@@H](C[C@H]1O)Cl)C\C=C/CCCC(=O)O ((Z)-7-((1R,2S,3R,5R)-2-{[Acetyl-(3,5-dichloro-phenyl)-amino]-methyl}-5-chloro-3-hydroxy-cyclopentyl)-hept-5-enoic acid). The solvent is C1CCOC1 (THF). Reaction conditions: time 3 day. Yields the product Cl[C@@H]1C[C@H]([C@@H]([C@H]1C\C=C/CCCC(=O)O)CNC1=CC(=CC(=C1)Cl)Cl)O ((Z)-7-{(1R,2S,3R,5R)-5-Chloro-2-[(3,5-dichloro-phenylamino)-methyl]-3-hydroxy-cyclopentyl}-hept-5-enoic acid). Yield: 59.4%. Reaction SMILES: [OH-].[Li+].C([N:6]([CH2:15][C@H:16]1[C@H:20]([OH:21])[CH2:19][C@@H:18]([Cl:22])[C@@H:17]1[CH2:23]/[CH:24]=[CH:25]\[CH2:26][CH2:27][CH2:28][C:29]([OH:31])=[O:30])[C:7]1[CH:12]=[C:11]([Cl:13])[CH:10]=[C:9]([Cl:14])[CH:8]=1)(=O)C>C1COCC1>[Cl:22][C@H:18]1[C@H:17]([CH2:23]/[CH:24]=[CH:25]\[CH2:26][CH2:27][CH2:28][C:29]([OH:31])=[O:30])[C@@H:16]([CH2:15][NH:6][C:7]2[CH:8]=[C:9]([Cl:14])[CH:10]=[C:11]([Cl:13])[CH:12]=2)[C@H:20]([OH:21])[CH2:19]1 |f:0.1|. Procedure: Lithium hydroxide (21 μL of a 1.0 M aqueous solution, 0.021 mmol) was added to a solution of acetate 10 (2 mg, 0.004 mmol) in THF (0.2 mL). After stirring 3 d at room temperature, the reaction mixture was partitioned between aqueous HCl (1.0 N, 2 mL) and EtOAc (2 mL). The phases were separated and the aqueous phase was extracted with EtOAc (2 mL). The combined extracts were dried (MgSO4), filtered and concentrated in vacuo to afford 1 mg (55%) of the title compound (11). Starting materials: C(C=C=C)OC1=CC=C(C=C1)S(=O)(=O)N1[C@H](C(SCC1)(C)C)C(=O)OC (Methyl (3S)-4-{[4-(2,3-butadienyloxy)phenyl]sulfonyl}-2,2-dimethyl-3-thiomorpholinecarboxylate), [OH-].[Li+] (lithium hydroxide), O (water). The solvent is O1CCCC1 (tetrahydrofuran), CO (methanol). Product: C(C=C=C)OC1=CC=C(C=C1)S(=O)(=O)N1C(C(SCC1)(C)C)C(=O)O ([(4-(2,3-Butadienyloxy)phenyl]sulfonyl}-2,2-dimethyl-3-thiomorpholinecarboxylic acid). The yield is 34.3%. Reaction SMILES: [CH2:1]([O:5][C:6]1[CH:11]=[CH:10][C:9]([S:12]([N:15]2[CH2:20][CH2:19][S:18][C:17]([CH3:22])([CH3:21])[C@@H:16]2[C:23]([O:25]C)=[O:24])(=[O:14])=[O:13])=[CH:8][CH:7]=1)[CH:2]=[C:3]=[CH2:4].[OH-].[Li+].O>O1CCCC1.CO>[CH2:1]([O:5][C:6]1[CH:11]=[CH:10][C:9]([S:12]([N:15]2[CH2:20][CH2:19][S:18][C:17]([CH3:22])([CH3:21])[CH:16]2[C:23]([OH:25])=[O:24])(=[O:13])=[O:14])=[CH:8][CH:7]=1)[CH:2]=[C:3]=[CH2:4] |f:1.2|. Procedure: The procedure of Example 12 was followed using the product from Example 24 (150 mg, 0.38 mmol), lithium hydroxide (18 mg, 0.76 mmol) in tetrahydrofuran (2 ml), methanol (2 ml), and water (1 ml) to give 50 mg of product (53%, based on unreacted starting material).